Dataset: the Open Reaction Database (ORD), a public repository of structured organic reaction records. Task: describe an organic reaction: reactants, conditions, products, and yield Reactants: [Si](C)(C)(C)C=[N+]=[N-] (TMS diazomethane), C(CCC)[Li] (n-butyl lithium), FC=1C=CC2=C(NC(=N2)C2CCN(CC2)CC2=CC=C(C=C2)C2=NC=C(C#N)C=C2C2=CC=CC=C2)C1 (6-(4-{[4-(6-fluoro-1H-benzimidazol-2-yl)piperidin-1-yl]methyl}phenyl)-5-phenylnicotinonitrile). Solvent: C1CCOC1 (THF), C1CCOC1 (THF). Run at temperature -5 celsius, time 20 minute. The product is FC=1C=CC2=C(NC(=N2)C2CCN(CC2)CC2=CC=C(C=C2)C2=NC=C(C=C2C2=CC=CC=C2)C=2N=NNC2)C1 (6-fluoro-2-(1-{4-[3-phenyl-5-(1H-1,2,3-triazol-4-yl)pyridin-2-yl]benzyl}piperidin-4-yl)-1H-benzimidazole). RXN SMILES: [Si]([CH:5]=[N+:6]=[N-:7])(C)(C)C.C([Li])CCC.[F:13][C:14]1[CH:15]=[CH:16][C:17]2[N:21]=[C:20]([CH:22]3[CH2:27][CH2:26][N:25]([CH2:28][C:29]4[CH:34]=[CH:33][C:32]([C:35]5[C:42]([C:43]6[CH:48]=[CH:47][CH:46]=[CH:45][CH:44]=6)=[CH:41][C:38]([C:39]#[N:40])=[CH:37][N:36]=5)=[CH:31][CH:30]=4)[CH2:24][CH2:23]3)[NH:19][C:18]=2[CH:49]=1>C1COCC1>[F:13][C:14]1[CH:15]=[CH:16][C:17]2[N:21]=[C:20]([CH:22]3[CH2:27][CH2:26][N:25]([CH2:28][C:29]4[CH:34]=[CH:33][C:32]([C:35]5[C:42]([C:43]6[CH:44]=[CH:45][CH:46]=[CH:47][CH:48]=6)=[CH:41][C:38]([C:39]6[N:40]=[N:7][NH:6][CH:5]=6)=[CH:37][N:36]=5)=[CH:31][CH:30]=4)[CH2:24][CH2:23]3)[NH:19][C:18]=2[CH:49]=1. Procedure: To a solution of TMS diazomethane (2 M in hexanes, 0.205 mL, 0.410 mmol) in anhydrous THF (1 mL) was added n-butyl lithium (2.5 M in hexanes, 0.164 mL, 0.410 mmol) dropwise@−5° C. The mixture was stirred to 20 min@−5° C. when this solution was added dropwise to a mixture of 6-(4-{[4-(6-fluoro-1H-benzimidazol-2-yl)piperidin-1-yl]methyl}phenyl)-5-phenylnicotinonitrile (4-1, 0.050 g, 0.103 mmol) in THF (1 mL)@−5° C. The reaction was allowed to stir@−5° C. for 3 hr when it was quenched with saturate... The reactants are OC1=C(C(=S)C2=CC=C(C=C2)C2=CC=CC=C2)C=CC(=C1)OCCO (2-hydroxy-4-(2-hydroxyethyloxy)-4′-phenylthiobenzophenone), OC=1C=C(OCCCCCC(=O)O)C=CC1C(C1=CC=C(C=C1)C1=CC=CC=C1)=S (6-[3-Hydroxy-4-(4-phenylthiobenzoyl)phenoxy]hexanoic Acid). Solvent: C1(=CC=CC=C1)C (toluene). Product: OC=1C=C(OCCCCCC(=O)OCCOC2=CC(=C(C=C2)C(C2=CC=C(C=C2)C2=CC=CC=C2)=S)O)C=CC1C(C1=CC=C(C=C1)C1=CC=CC=C1)=S (2-[3-Hydroxy-4-(4-phenylthiobenzoyl)phenoxy]ethyl 6-[3-Hydroxy-4-(4-phenylthiobenzoyl)phenoxy]hexanoate). RXN SMILES: [OH:1][C:2]1[CH:21]=[C:20]([O:22][CH2:23][CH2:24][OH:25])[CH:19]=[CH:18][C:3]=1[C:4]([C:6]1[CH:11]=[CH:10][C:9]([C:12]2[CH:17]=[CH:16][CH:15]=[CH:14][CH:13]=2)=[CH:8][CH:7]=1)=[S:5].[OH:26][C:27]1[CH:28]=[C:29]([CH:39]=[CH:40][C:41]=1[C:42](=[S:55])[C:43]1[CH:48]=[CH:47][C:46]([C:49]2[CH:54]=[CH:53][CH:52]=[CH:51][CH:50]=2)=[CH:45][CH:44]=1)[O:30][CH2:31][CH2:32][CH2:33][CH2:34][CH2:35][C:36](O)=[O:37]>C1(C)C=CC=CC=1>[OH:26][C:27]1[CH:28]=[C:29]([CH:39]=[CH:40][C:41]=1[C:42](=[S:55])[C:43]1[CH:44]=[CH:45][C:46]([C:49]2[CH:50]=[CH:51][CH:52]=[CH:53][CH:54]=2)=[CH:47][CH:48]=1)[O:30][CH2:31][CH2:32][CH2:33][CH2:34][CH2:35][C:36]([O:25][CH2:24][CH2:23][O:22][C:20]1[CH:19]=[CH:18][C:3]([C:4](=[S:5])[C:6]2[CH:11]=[CH:10][C:9]([C:12]3[CH:17]=[CH:16][CH:15]=[CH:14][CH:13]=3)=[CH:8][CH:7]=2)=[C:2]([OH:1])[CH:21]=1)=[O:37]. Procedure details: The title compound is prepared by reacting equimolar amounts of the alcohol compound of Example 7 and the acid compound of Example 16 in refluxing toluene in the presence of AMBERLYST® 15 strong acid resin. Yields the product ClC1=C(COC2=CC3=C(C(CO3)C(=O)NS(=O)(=O)C)C=C2)C=CC(=C1)Cl (6-((2,4-Dichlorobenzyl)oxy)-N-(methylsulfonyl)-2,3-dihydro-1-benzofuran-3-carboxamide). Reaction conditions: time 8 hour. Reported procedure: To a mixture of 6-((2,4-dichlorobenzyl)oxy)-2,3-dihydro-1-benzofuran-3-carboxylic acid (120 mg) in DMF (dry) (3.5 mL) were added methanesulfonamide (101 mg), EDCI (203 mg) and DMAP (130 mg). The mixture was stirred at room temperature overnight. Reaction SMILES: [Cl:1][C:2]1[CH:21]=[C:20]([Cl:22])[CH:19]=[CH:18][C:3]=1[CH2:4][O:5][C:6]1[CH:17]=[CH:16][C:9]2[CH:10]([C:13](O)=[O:14])[CH2:11][O:12][C:8]=2[CH:7]=1.[CH3:23][S:24]([NH2:27])(=[O:26])=[O:25].CCN=C=NCCCN(C)C>CN(C=O)C.CN(C1C=CN=CC=1)C>[Cl:1][C:2]1[CH:21]=[C:20]([Cl:22])[CH:19]=[CH:18][C:3]=1[CH2:4][O:5][C:6]1[CH:17]=[CH:16][C:9]2[CH:10]([C:13]([NH:27][S:24]([CH3:23])(=[O:26])=[O:25])=[O:14])[CH2:11][O:12][C:8]=2[CH:7]=1. Solvent: CN(C)C=O (DMF). Reagents/catalysts: CN(C)C=1C=CN=CC1 (DMAP). Starting materials: CS(=O)(=O)N (methanesulfonamide), CCN=C=NCCCN(C)C (EDCI), ClC1=C(COC2=CC3=C(C(CO3)C(=O)O)C=C2)C=CC(=C1)Cl (6-((2,4-dichlorobenzyl)oxy)-2,3-dihydro-1-benzofuran-3-carboxylic acid). The reactants are C1(CC1)S(=O)(=O)C1=CC=C(C=C1)C(CC1CCOCC1)C1=CC=C(N1)C1=CC=C(C=N1)C=O (6-(5-{1-[4-(cyclopropylsulfonyl)phenyl]-2-(tetrahydro-2H-pyran-4-yl)ethyl}-1H-pyrrol-2-yl)pyridine-3-carbaldehyde), CCC[Mg]Br ((2-methylethyl)magnesium bromide), O (Water). Run in O1CCCC1 (tetrahydrofuran). Run at temperature -20 celsius, time 30 minute. Product: C1(CC1)S(=O)(=O)C1=CC=C(C=C1)C(CC1CCOCC1)C1=CC=C(N1)C1=CC=C(C=N1)C(C(C)C)O (1-[6-(5-{1-[4-(cyclopropylsulfonyl)phenyl]-2-(tetrahydro-2H-pyran-4-yl)ethyl}-1H-pyrrol-2-yl)pyridin-3-yl]-2-methylpropan-1-ol). The yield is 37.0%. RXN SMILES: [CH:1]1([S:4]([C:7]2[CH:12]=[CH:11][C:10]([CH:13]([C:21]3[NH:25][C:24]([C:26]4[N:31]=[CH:30][C:29]([CH:32]=[O:33])=[CH:28][CH:27]=4)=[CH:23][CH:22]=3)[CH2:14][CH:15]3[CH2:20][CH2:19][O:18][CH2:17][CH2:16]3)=[CH:9][CH:8]=2)(=[O:6])=[O:5])[CH2:3][CH2:2]1.[CH3:34][CH2:35][CH2:36][Mg]Br.O>O1CCCC1>[CH:1]1([S:4]([C:7]2[CH:8]=[CH:9][C:10]([CH:13]([C:21]3[NH:25][C:24]([C:26]4[N:31]=[CH:30][C:29]([CH:32]([OH:33])[CH:35]([CH3:36])[CH3:34])=[CH:28][CH:27]=4)=[CH:23][CH:22]=3)[CH2:14][CH:15]3[CH2:16][CH2:17][O:18][CH2:19][CH2:20]3)=[CH:11][CH:12]=2)(=[O:6])=[O:5])[CH2:3][CH2:2]1. Procedure: To a solution of 6-(5-{1-[4-(cyclopropylsulfonyl)phenyl]-2-(tetrahydro-2H-pyran-4-yl)ethyl}-1H-pyrrol-2-yl)pyridine-3-carbaldehyde (100 mg) in tetrahydrofuran (3 mL) was added (2-methylethyl)magnesium bromide (1M tetrahydrofuran solution, 650 μL), and the mixture was stirred at −20° C. for 30 min and then overnight at room temperature. Water was added to the reaction mixture, and the mixture was extracted with ethyl acetate. The ethyl acetate layer was washed with saturated brine, dried (MgSO4) ... The reactants are CN1CCC(CC1)OC(C(C1=CC=CC=C1)(C1=CC=CC=C1)O)=O (hydroxy-diphenyl-acetic acid 1-methyl-piperidin-4-yl ester), O (water), CN1CCC(CC1)OC(C(C1=CC=CC=C1)(C1=CC=CC=C1)O)=O (hydroxy-diphenyl-acetic acid 1-methyl-piperidin-4-yl ester), BrCC(=O)NC1=NOC=C1 (2-bromo-N-isoxazol-3-yl-acetamide), BrCC(=O)NC1=NOC=C1 (2-bromo-N-isoxazol-3-yl-acetamide). The solvent is C(C)#N (acetonitrile). Reaction conditions: time 8 hour. Product: [Br-].OC(C(=O)OC1CC[N+](CC1)(C)CC(NC1=NOC=C1)=O)(C1=CC=CC=C1)C1=CC=CC=C1 (4-(2-Hydroxy-2,2-diphenyl-acetoxy)-1-(isoxazol-3-ylcarbamoylmethyl)-1-methyl-piperidinium bromide). Reaction SMILES: [CH3:1][N:2]1[CH2:7][CH2:6][CH:5]([O:8][C:9](=[O:24])[C:10]([OH:23])([C:17]2[CH:22]=[CH:21][CH:20]=[CH:19][CH:18]=2)[C:11]2[CH:16]=[CH:15][CH:14]=[CH:13][CH:12]=2)[CH2:4][CH2:3]1.[Br:25][CH2:26][C:27]([NH:29][C:30]1[CH:34]=[CH:33][O:32][N:31]=1)=[O:28].O>C(#N)C>[Br-:25].[OH:23][C:10]([C:11]1[CH:16]=[CH:15][CH:14]=[CH:13][CH:12]=1)([C:17]1[CH:22]=[CH:21][CH:20]=[CH:19][CH:18]=1)[C:9]([O:8][CH:5]1[CH2:6][CH2:7][N+:2]([CH2:26][C:27](=[O:28])[NH:29][C:30]2[CH:34]=[CH:33][O:32][N:31]=2)([CH3:1])[CH2:3][CH2:4]1)=[O:24] |f:4.5|. Reported procedure: To a stirred solution comprising hydroxy-diphenyl-acetic acid 1-methyl-piperidin-4-yl ester (Intermediate F) (0.25 g, 0.77 mmol) in acetonitrile (5 ml) under an inert atmosphere of argon is added 2-bromo-N-isoxazol-3-yl-acetamide (Intermediate A). The reaction mixture is stirred overnight at room temperature and then water is added. Acetonitrile is removed in vacuo and the resulting mixture is decanted into a clean flask and left overnight. The solid that formed is filtered to yield the titled p... Starting materials: C(=O)(N1C=NC=C1)N1C=NC=C1 (Carbonyldiimidazole), ClC1=CC(=C(N)C=C1)N1C(=NC(=C1)C)C1CCCCC1 (4-Chloro-2-(2-cyclohexyl-4-methyl-imidazol-1-yl)-aniline), O (water). Solvent: C1(=CC=CC=C1)C (toluene). Product: ClC1=CC=C2NC(C=3N(C2=C1)C(=NC3C)C3CCCCC3)=O (8-Chloro-1-cyclohexyl-3-methyl-5H-imidazo(1,5-a)quinoxalin-4-one). RXN SMILES: [Cl:1][C:2]1[CH:8]=[CH:7][C:5]([NH2:6])=[C:4]([N:9]2[CH:13]=[C:12]([CH3:14])[N:11]=[C:10]2[CH:15]2[CH2:20][CH2:19][CH2:18][CH2:17][CH2:16]2)[CH:3]=1.[C:21](N1C=CN=C1)(N1C=CN=C1)=[O:22].O>C1(C)C=CC=CC=1>[Cl:1][C:2]1[CH:3]=[C:4]2[C:5]([NH:6][C:21](=[O:22])[C:13]3[N:9]2[C:10]([CH:15]2[CH2:16][CH2:17][CH2:18][CH2:19][CH2:20]2)=[N:11][C:12]=3[CH3:14])=[CH:7][CH:8]=1. Reported procedure: 1.45 g 4-Chloro-2-(2-cyclohexyl-4-methyl-imidazol-1-yl)-aniline were stirred in 25 ml toluene. 1.0 g Carbonyldiimidazole was added and the mixture was refluxed for 6 hours. After cooling 25 ml water was added, the product was filtered off, washed with 20 ml water and 25 ml toluene and dried.